describe an organic reaction: reactants, conditions, products, and yield From a dataset of the Open Reaction Database (ORD), a public repository of structured organic reaction records. The reactants are COCCN1CCC2=C(CC1)C=C(C=C2)N (3-(2-methoxy-ethyl)-2,3,4,5-tetrahydro-1H-benzo[d]azepin-7-ylamine), ClC1=NC=C(C(=N1)NCC(C)NS(=O)(=O)C)Cl (N-[2-(2,5-dichloro-pyrimidin-4-ylamino)-1-methyl-ethyl]-methanesulfonamide). Product: ClC=1C(=NC(=NC1)NC1=CC2=C(CCN(CC2)CCOC)C=C1)NCC(C)NS(=O)(=O)C (N-(2-{5-Chloro-2-[3-(2-methoxy-ethyl)-2,3,4,5-tetrahydro-1H-benzo[d]azepin-7-ylamino]-pyrimidin-4-ylamino}-1-methyl-ethyl)-methanesulfonamide), solid. Isolated yield 58.0%. Reaction SMILES: [CH3:1][O:2][CH2:3][CH2:4][N:5]1[CH2:11][CH2:10][C:9]2[CH:12]=[C:13]([NH2:16])[CH:14]=[CH:15][C:8]=2[CH2:7][CH2:6]1.Cl[C:18]1[N:23]=[C:22]([NH:24][CH2:25][CH:26]([NH:28][S:29]([CH3:32])(=[O:31])=[O:30])[CH3:27])[C:21]([Cl:33])=[CH:20][N:19]=1>>[Cl:33][C:21]1[C:22]([NH:24][CH2:25][CH:26]([NH:28][S:29]([CH3:32])(=[O:31])=[O:30])[CH3:27])=[N:23][C:18]([NH:16][C:13]2[CH:14]=[CH:15][C:8]3[CH2:7][CH2:6][N:5]([CH2:4][CH2:3][O:2][CH3:1])[CH2:11][CH2:10][C:9]=3[CH:12]=2)=[N:19][CH:20]=1. Procedure details: N-(2-{5-Chloro-2-[3-(2-methoxy-ethyl)-2,3,4,5-tetrahydro-1H-benzo[d]azepin-7-ylamino]-pyrimidin-4-ylamino}-1-methyl-ethyl)-methanesulfonamide was prepared from 3-(2-methoxy-ethyl)-2,3,4,5-tetrahydro-1H-benzo[d]azepin-7-ylamine and N-[2-(2,5-dichloro-pyrimidin-4-ylamino)-1-methyl-ethyl]-methanesulfonamide in an analogous manner to Example 300. Product isolated as a white solid (96 mg, 58%). LCMS (m/e) 483 (M+1); 1H-NMR (CDCl3, 400 MHz) δ 7.95 (s, 1H), 7.35-7.23 (m, 2H), 7.05 (d, 1H, J=8.0 Hz), 6.... The reactants are COC(=O)C=1C=NN2C1N=C(C(=C2Cl)C2=C(C=CC=C2F)F)Cl (5,7-Dichloro-6-(2,6-difluorophenyl)pyrazolo[1,5-a]pyrimidine-3-carboxylic acid methyl ester). The reagents and catalysts are [Zn] (zinc). Solvent: C(C)O (ethanol), O (water), C1CCOC1 (THF). Reaction conditions: time 3 hour. The product is COC(=O)C=1C=NN2C1N=C(C(=C2)C2=C(C=CC=C2F)F)Cl (5-chloro-6-(2,6-difluorophenyl)pyrazolo[1,5-a]pyrimidine-3-carboxylic acid methyl ester). RXN SMILES: [CH3:1][O:2][C:3]([C:5]1[CH:6]=[N:7][N:8]2[C:13](Cl)=[C:12]([C:15]3[C:20]([F:21])=[CH:19][CH:18]=[CH:17][C:16]=3[F:22])[C:11]([Cl:23])=[N:10][C:9]=12)=[O:4]>C(O)C.O.C1COCC1.[Zn]>[CH3:1][O:2][C:3]([C:5]1[CH:6]=[N:7][N:8]2[CH:13]=[C:12]([C:15]3[C:20]([F:21])=[CH:19][CH:18]=[CH:17][C:16]=3[F:22])[C:11]([Cl:23])=[N:10][C:9]=12)=[O:4]. Reported procedure: 5 g (13.96 mmol) 5,7-Dichloro-6-(2,6-difluorophenyl)pyrazolo[1,5-a]pyrimidine-3-carboxylic acid methyl ester are dissolved in a mixture of 355 mL ethanol, 253 mL water and 136 mL THF. After addition of 5.8 g (89 mmol) zinc in portions, the mixture is vigorously stirred at rt for three hours. Stirring is continued over night. The reaction mixture is filtered via a glass microfibre filter and washed with plenty of ethanol. The solvent has been removed and the residue redissolved in ethyl acetate. ...